From a dataset of the Open Reaction Database (ORD), a public repository of structured organic reaction records. describe an organic reaction: reactants, conditions, products, and yield Reactants: COC=1C=C(C=CC1)[C@@H]1[C@H](NC(O1)=O)C1=CC(=CC=C1)C#CC1=CC=CC=C1 ((+)-(4R,5R)-5-(3-methoxyphenyl)-4-(3-(phenylethynyl)phenyl)oxazolidin-2-one), BrC1=CC=CC(=N1)[C@H]1NC(O[C@@H]1C1=CC(=CC=C1)OC)=O ((4R,5R)-4-(6-bromopyridin-2-yl)-5-(3-methoxyphenyl)oxazolidin-2-one), C(#C)C1=C(C=CC=C1)F (1-ethynyl-2-fluorobenzene). Product: FC1=C(C=CC=C1)C#CC1=CC=CC(=N1)[C@H]1NC(O[C@@H]1C1=CC(=CC=C1)OC)=O ((4R,5R)-4-(6-((2-Fluorophenyl)ethynyl)pyridin-2-yl)-5-(3-methoxyphenyl)oxazolidin-2-one). RXN SMILES: COC1C=C([C@H]2OC(=O)N[C@@H]2C2C=CC=C(C#CC3C=CC=CC=3)C=2)C=CC=1.Br[C:30]1[N:35]=[C:34]([C@@H:36]2[C@@H:40]([C:41]3[CH:46]=[CH:45][CH:44]=[C:43]([O:47][CH3:48])[CH:42]=3)[O:39][C:38](=[O:49])[NH:37]2)[CH:33]=[CH:32][CH:31]=1.[C:50]([C:52]1[CH:57]=[CH:56][CH:55]=[CH:54][C:53]=1[F:58])#[CH:51]>>[F:58][C:53]1[CH:54]=[CH:55][CH:56]=[CH:57][C:52]=1[C:50]#[C:51][C:30]1[N:35]=[C:34]([C@@H:36]2[C@@H:40]([C:41]3[CH:46]=[CH:45][CH:44]=[C:43]([O:47][CH3:48])[CH:42]=3)[O:39][C:38](=[O:49])[NH:37]2)[CH:33]=[CH:32][CH:31]=1. Reported procedure: Prepared according to the same procedure as (+)-(4R,5R)-5-(3-methoxyphenyl)-4-(3-(phenylethynyl)phenyl)oxazolidin-2-one, starting with optically-enriched (4R,5R)-4-(6-bromopyridin-2-yl)-5-(3-methoxyphenyl)oxazolidin-2-one and 1-ethynyl-2-fluorobenzene. 1H-NMR (CDCl3, 500 MHz) δ 7.81 (dd, J=7.9, 7.6, 1H), 7.63 (ddd, J=7.6, 7.0, 1.2, 1H), 7.60 (d, J=7.6, 1H), 7.41 (m, 2H), 7.36 (dd, J=7.9, 7.9, 1H), 7.18 (m, 2H), 7.05 (m, 2H), 6.94 (m, 1H), 5.89 (bs, 1H), 5.62 (d, J=5.8, 1H), 4.98 (d, J=6.1, 1H), ... Reactants: CCOC(=O)Cn1nc(C(F)(F)F)cc1Cl, Cl, [Na+], C1CCOC1, [OH-], O. Yields the product O=C(O)Cn1nc(C(F)(F)F)cc1Cl. Reaction SMILES: [Cl:1][c:2]1[cH:3][c:4]([C:13]([F:14])([F:15])[F:16])[n:5][n:6]1[CH2:7][C:8](=[O:9])[O:10][CH2:11][CH3:12].[ClH:19].[Na+:18].[O:20]1[CH2:21][CH2:22][CH2:23][CH2:24]1.[OH-:17].[OH2:25]>>[Cl:1][c:2]1[cH:3][c:4]([C:13]([F:14])([F:15])[F:16])[n:5][n:6]1[CH2:7][C:8](=[O:9])[OH:10]. The reactants are [Ag] (silver), C(CC(O)(C(=O)O)CC(=O)O)(=O)O (citric acid), C(CC(O)(C(=O)O)CC(=O)O)(=O)O (citric acid). Product: C(CC(O)(C(=O)[O-])CC(=O)O)(=O)O.[Ag+] (silver dihydrogen citrate). As a reaction SMILES: [Ag:1].[C:2]([OH:14])(=[O:13])[CH2:3][C:4]([CH2:9][C:10]([OH:12])=[O:11])([C:6]([OH:8])=[O:7])[OH:5]>>[C:2]([OH:14])(=[O:13])[CH2:3][C:4]([CH2:9][C:10]([OH:12])=[O:11])([C:6]([O-:8])=[O:7])[OH:5].[Ag+:1] |f:2.3|. Reported procedure: Water was introduced into a reverse osmosis unit, passing through a semi-permeable membrane to remove impurities and producing deionized water. Anhydrous 99% pure citric acid was mixed with the water to produce 200 gallons of a 20% (wt/vol) (796 g citric acid per gallon water) solution. The 200 gallons of 20% citric acid were directed into an ion chamber containing having positive and negative electrodes, each consisting of 200 troy ounces of 999 fine silver. The positive and negative electrodes... The reactants are CCCCC (Pentane), NC=1C=NC(=CC1)F (3-amino-6-fluoropyridine), N(=O)OC(C)(C)C (tert-Butyl nitrite), B(F)(F)F.CCOCC (boron trifluoride etherate). The solvent is COCCOC (DME). Conditions: temperature 5 celsius, time 30 minute. Product: C(C)(=O)OC=1C=NC(=CC1)F (3-acetoxy-6-fluoropyridine). Isolated yield 32.2%. Reaction SMILES: N[C:2]1[CH:3]=[N:4][C:5]([F:8])=[CH:6][CH:7]=1.B(F)(F)F.CC[O:15][CH2:16][CH3:17].N(OC(C)(C)C)=[O:19].CCCCC>COCCOC>[C:16]([O:19][C:2]1[CH:3]=[N:4][C:5]([F:8])=[CH:6][CH:7]=1)(=[O:15])[CH3:17] |f:1.2|. Procedure: A solution of 3-amino-6-fluoropyridine (5.0 g, 45 mmol, from Step 8c above) dissolved in DME (30 mL) was added to a cooled solution (-15° C.) of boron trifluoride etherate (12.2 mL, 99 mmol). tert-Butyl nitrite (6.3 mL, 54 mmol) was then added at a rate which maintained the temperature below 0° C. After 10 minutes at -10° C. the reaction was warmed to 5° C. and stirred for 30 min. Pentane (150 mL) was then added to the reaction mixture, and the resultant solid was collected by suction filtration... Reaction SMILES: [CH3:1][S:2]([O:3][CH2:6][c:7]1[cH:8][c:9](-[n:13]2[n:14][c:15]([C:23]([F:24])([F:25])[F:26])[cH:16][c:17]2-[c:18]2[o:19][cH:20][cH:21][cH:22]2)[n:10][cH:11][cH:12]1)(=[O:4])=[O:5].[N-:28]=[N+:29]=[N-:30].[Na+:27].[O:31]=[CH:32][N:33]([CH3:34])[CH3:35]>>[CH2:6]([c:7]1[cH:8][c:9](-[n:13]2[n:14][c:15]([C:23]([F:24])([F:25])[F:26])[cH:16][c:17]2-[c:18]2[o:19][cH:20][cH:21][cH:22]2)[n:10][cH:11][cH:12]1)[N:28]=[N+:29]=[N-:30]. Reactants: CS(=O)(=O)OCc1ccnc(-n2nc(C(F)(F)F)cc2-c2ccco2)c1, [N-]=[N+]=[N-], [Na+], CN(C)C=O. Yields the product [N-]=[N+]=NCc1ccnc(-n2nc(C(F)(F)F)cc2-c2ccco2)c1. The reactants are ice, [OH-].[NH4+] (ammonium hydroxide), ClC1=C(C(=NC=C1)N)I (4-chloro-3-iodopyridin-2-amine), [N+](=O)([O-])[O-].[K+] (potassium nitrate), [OH-].[NH4+] (ammonium hydroxide). Solvent: OS(=O)(=O)O (H2SO4). Run at temperature 0 celsius, time 4 hour. Yields the product ClC1=C(C(=NC=C1[N+](=O)[O-])N)I (4-chloro-3-iodo-5-nitropyridin-2-amine). Isolated yield 28.9%. As a reaction SMILES: [Cl:1][C:2]1[CH:7]=[CH:6][N:5]=[C:4]([NH2:8])[C:3]=1[I:9].[N+:10]([O-])([O-:12])=[O:11].[K+].[OH-].[NH4+]>OS(O)(=O)=O>[Cl:1][C:2]1[C:7]([N+:10]([O-:12])=[O:11])=[CH:6][N:5]=[C:4]([NH2:8])[C:3]=1[I:9] |f:1.2,3.4|. Procedure details: A solution of 4-chloro-3-iodopyridin-2-amine (0.25 g, 0.982 mmol, Boa Pharma) in concd H2SO4 (1.95 mL) was cooled to about 0° C. before the portion wise addition of potassium nitrate (0.21 g, 2.2 mmol) over 10 min. The reaction was stirred for about 4 h at about 0° C. The reaction mixture was slowly pipetted over a solution of ammonium hydroxide and crushed ice (10 mL) in an ice bath. The pH of the reaction was maintained above 9 by the incremental addition of ammonium hydroxide. The resulting p...